Dataset: the Open Reaction Database (ORD), a public repository of structured organic reaction records. Task: describe an organic reaction: reactants, conditions, products, and yield Reactants: CC(=O)OC(C)=O, CC(C)(C)ON=O, Cc1ncc(N)cc1Br. Product: CC(=O)Oc1cnc(C)c(Br)c1. Reaction SMILES: [CH3:17][C:18](=[O:19])[O:20][C:21](=[O:22])[CH3:23].[N:10]([O:11][C:12]([CH3:13])([CH3:14])[CH3:15])=[O:16].[NH2:1][c:2]1[cH:3][c:4]([Br:9])[c:5]([CH3:8])[n:6][cH:7]1>>[c:2]1([O:20][C:18]([CH3:17])=[O:19])[cH:3][c:4]([Br:9])[c:5]([CH3:8])[n:6][cH:7]1. The reactants are CCOC(NC(C)=O)C(=O)NCc1ccccc1, CSC(NC(C)=O)C(=O)NCc1ccccc1, CCS. The product is CCSC(NC(C)=O)C(=O)NCc1ccccc1. As a reaction SMILES: [C:18]([NH:19][CH:20]([O:21][CH2:22][CH3:23])[C:24]([NH:25][CH2:26][c:27]1[cH:28][cH:29][cH:30][cH:31][cH:32]1)=[O:33])(=[O:34])[CH3:35].[C:1]([CH3:2])(=[O:3])[NH:4][CH:5]([C:6](=[O:7])[NH:8][CH2:9][c:10]1[cH:11][cH:12][cH:13][cH:14][cH:15]1)[S:16][CH3:17].[CH2:36]([SH:37])[CH3:38]>>[C:1]([CH3:2])(=[O:3])[NH:4][CH:5]([C:6](=[O:7])[NH:8][CH2:9][c:10]1[cH:11][cH:12][cH:13][cH:14][cH:15]1)[S:16][CH2:17][CH3:18]. Starting materials: OC1=C(C(=O)OC)C(=CC=C1)C=CC1=CC=CC=C1 (methyl 2-hydroxy-6-styrylbenzoate), COC1=NC(=NC(=C1)OC)S(=O)(=O)C (4,6-dimethoxy-2-methylsulphonyl-pyrimidine), C([O-])([O-])=O.[K+].[K+] (potassium carbonate). Solvent: C(C)#N (acetonitrile). Product: C(=CC1=CC=CC=C1)C1=C(C(=O)OC)C(=CC=C1)OC1=NC(=CC(=N1)OC)OC (methyl 2-styryl-6-(4,6-di-methoxy-pyrimidin-2-yl-oxy)-benzoate). The yield is 54.2%. As a reaction SMILES: [OH:1][C:2]1[CH:11]=[CH:10][CH:9]=[C:8]([CH:12]=[CH:13][C:14]2[CH:19]=[CH:18][CH:17]=[CH:16][CH:15]=2)[C:3]=1[C:4]([O:6][CH3:7])=[O:5].[CH3:20][O:21][C:22]1[CH:27]=[C:26]([O:28][CH3:29])[N:25]=[C:24](S(C)(=O)=O)[N:23]=1.C(=O)([O-])[O-].[K+].[K+]>C(#N)C>[CH:12]([C:8]1[CH:9]=[CH:10][CH:11]=[C:2]([O:1][C:24]2[N:25]=[C:26]([O:28][CH3:29])[CH:27]=[C:22]([O:21][CH3:20])[N:23]=2)[C:3]=1[C:4]([O:6][CH3:7])=[O:5])=[CH:13][C:14]1[CH:19]=[CH:18][CH:17]=[CH:16][CH:15]=1 |f:2.3.4|. Reported procedure: A mixture of 1.2 g (4.7 mmol) of methyl 2-hydroxy-6-styrylbenzoate, 1.02 g (4.7 mmol) of 4,6-dimethoxy-2-methylsulphonyl-pyrimidine, 0.8 g (5.7 mmol) of potassium carbonate and 50 ml of acetonitrile is heated under reflux for 15 hours and then concentrated. The residue is shaken with methylene chloride/water, and the organic phase is dried with sodium sulphate and filtered. The filtrate is concentrated and the residue is purified by column chromatography (silica gel; hexane/ethyl acetate, 10:1).... Starting materials: C1(CCCCC1)C[C@@H]1NC(O[C@@H]1C(=O)OC)=O (methyl (4S,5S)-4-cyclohexylmethyl-2-oxo-oxazolidine-5-carboxylate), C(C1=CC=CC=C1)[C@@H]1NC(O[C@H]1C(=O)OC)=O (methyl (4S,5R)-4-benzyl-2-oxo-oxazolidine-5-carboxylate). Yields the product C1(CCCCC1)C[C@@H]1NC(O[C@H]1C(=O)OC)=O (Methyl (4S,5R)-4-cyclohexylmethyl-2-oxo-oxazolidine-5-carboxylate). Yield: 95.0%. As a reaction SMILES: [CH:1]1([CH2:7][C@H:8]2[C@@H:12]([C:13]([O:15][CH3:16])=[O:14])[O:11][C:10](=[O:17])[NH:9]2)[CH2:6][CH2:5][CH2:4][CH2:3][CH2:2]1.C([C@H]1[C@H](C(OC)=O)OC(=O)N1)C1C=CC=CC=1>>[CH:1]1([CH2:7][C@H:8]2[C@H:12]([C:13]([O:15][CH3:16])=[O:14])[O:11][C:10](=[O:17])[NH:9]2)[CH2:2][CH2:3][CH2:4][CH2:5][CH2:6]1. Procedure: For the manufacture of the aforementioned compound, methyl (4S,5S)-4-cyclohexylmethyl-2-oxo-oxazolidine-5-carboxylate, obtainable by hydrogenating methyl (4S,5R)-4-benzyl-2-oxo-oxazolidine-5-carboxylate, is reacted under the conditions given in Example 1. Methyl (4S,5R)-4-cyclohexylmethyl-2-oxo-oxazolidine-5-carboxylate is obtained in a yield of about 95%. Starting materials: [N+](=[N-])=CC(=O)C=[N+]=[N-] (diazomethylketone), NC=1SC=C(N1)[C@H](CC1=CC=C(C=C1)OC(C)=O)NC(=O)OC(C)(C)C (Acetic acid 4-[(S)-2-(2-amino-thiazol-4-yl)-2-tert-butoxycarbonylamino-ethyl]-phenyl ester), C1CCOC1.CO (THF MeOH). The reagents and catalysts are C(C1=CC=CC=C1)(=O)[O-].[Ag+] (silver benzoate). The solvent is C(C)N(CC)CC (triethylamine). Conditions: time 15 minute. Yields the product COC([C@@H](N)CC1=CC=C(C=C1)O)=O (tyrosine methyl ester). Reaction SMILES: [N+](=C[C:4](C=[N+]=[N-])=[O:5])=[N-].NC1SC=[C:13]([C@@H:15]([NH:27]C(OC(C)(C)C)=O)[CH2:16][C:17]2[CH:22]=[CH:21][C:20]([O:23]C(=O)C)=[CH:19][CH:18]=2)N=1.C1C[O:38]CC1.CO>C(N(CC)CC)C.C([O-])(=O)C1C=CC=CC=1.[Ag+]>[CH3:4][O:5][C:13](=[O:38])[C@H:15]([CH2:16][C:17]1[CH:18]=[CH:19][C:20]([OH:23])=[CH:21][CH:22]=1)[NH2:27] |f:2.3,5.6|. Procedure: The diazomethylketone derived from Bis-Boc-Tyr (Example 64, 0.750 g, 1.85 mmol) was dissolved in a 1/1 mixture of THF/MeOH (10 mL). A solution of silver benzoate (50 mg) in triethylamine (1 mL) was added. After 15 min of stirring at room temperature the solvent was evaporated and the residue purified by flash chromatography (gradient 10-25% EtOAc/hexane) to yield 749 mg of protected tyrosine methyl ester. Procedure: A mixture of 5-(1-methylcyclohexyl)-1,3,4-thiadiazol-2-yl isocyanate dimer (7.5 grams), the dimethyl acetal of 2-methylaminoacetaldehyde (5 grams) and ethyl acetate (50 ml) are charged into a glass reaction vessel equipped with a mechanical stirrer and reflux condenser. The reaction mixture is heated at reflux for a period of about 2 hours. After this time the mixture is stripped of solvent under reduced pressure to yield the desired product the dimethyl acetal of 2-{1-methyl-3[5-(1-methylcycloh... Product: dimethyl acetal, CN(C(=O)NC=1SC(=NN1)C1(CCCCC1)C)CC=O (2-{1-methyl-3[5-(1-methylcyclohexyl)-1,3,4-thiadiazol-2-yl]ureido}acetaldehyde). Starting materials: CC1(CCCCC1)C1=NN=C(S1)N=C=O (5-(1-methylcyclohexyl)-1,3,4-thiadiazol-2-yl isocyanate), dimethyl acetal, CNCC=O (2-methylaminoacetaldehyde). Reaction SMILES: [CH3:1][C:2]1([C:8]2[S:12][C:11]([N:13]=[C:14]=[O:15])=[N:10][N:9]=2)[CH2:7][CH2:6][CH2:5][CH2:4][CH2:3]1.[CH3:16][NH:17][CH2:18][CH:19]=[O:20]>C(OCC)(=O)C>[CH3:16][N:17]([CH2:18][CH:19]=[O:20])[C:14]([NH:13][C:11]1[S:12][C:8]([C:2]2([CH3:1])[CH2:3][CH2:4][CH2:5][CH2:6][CH2:7]2)=[N:9][N:10]=1)=[O:15]. The solvent is C(C)(=O)OCC (ethyl acetate).